describe an organic reaction: reactants, conditions, products, and yield From a dataset of the Open Reaction Database (ORD), a public repository of structured organic reaction records. The reactants are C#C (Acetylene), C#C (acetylene), Cl (hydrochloric acid), potassium tert.butylate, [N+](=O)([O-])C1=CC=C(C(=O)C2=CC=CC=C2)C=C1 (4-nitro-benzophenone). Run in O1CCCC1 (tetrahydrofuran). The product is [N+](=O)([O-])C1=CC=C(C(C2=CC=CC=C2)(O)C#C)C=C1 (4-nitro-α-ethynyl-benzhydrol). The yield is 91.0%. As a reaction SMILES: [CH:1]#[CH:2].[N+:3]([C:6]1[CH:19]=[CH:18][C:9]([C:10]([C:12]2[CH:17]=[CH:16][CH:15]=[CH:14][CH:13]=2)=[O:11])=[CH:8][CH:7]=1)([O-:5])=[O:4].Cl>O1CCCC1>[N+:3]([C:6]1[CH:7]=[CH:8][C:9]([C:10]([C:1]#[CH:2])([OH:11])[C:12]2[CH:17]=[CH:16][CH:15]=[CH:14][CH:13]=2)=[CH:18][CH:19]=1)([O-:5])=[O:4]. Procedure details: Acetylene is introduced for 30 minutes into a 20°-22 °C mixture of 118 ml. of tetrahydrofuran and 16.8 g. of potassium-tert.butylate, and thereafter 22.7 g. of 4-nitro-benzophenone are added to the mixture. The introduction of acetylene is continued at 20° to 22 °C for additional 30 minutes, then the mixture is neutralized with 5 n hydrochloric acid under a nitrogen atmosphere. The organic phase is separated, dried over anhydrous sodium sulfate, and the solvent is distilled off in vacuo. 23.1 g.... Reported procedure: To a solution of 3-amino-1-(2,4-dimethoxybenzyl)-4-(3-fluorophenyl)-6-methoxyquinolin-2-(1H)-one (62 mg, 0.143 mmol) in 3 mL of trifluoroacetic acid was added dimethyl sulfide (0.30 mL). After stirring for 2 days, the reaction was heated to reflux for 3 hours, then concentrated in vacuo. The crude residue was purified by flash chromatography through SiO2 (1-3% MeOH/CH2Cl2) to provide the titled product as a yellow solid. Proton NMR for the product was consistent with the titled compound. HRMS (E... Starting materials: NC=1C(N(C2=CC=C(C=C2C1C1=CC(=CC=C1)F)OC)CC1=C(C=C(C=C1)OC)OC)=O (3-amino-1-(2,4-dimethoxybenzyl)-4-(3-fluorophenyl)-6-methoxyquinolin-2-(1H)-one), CSC (dimethyl sulfide). Solvent: FC(C(=O)O)(F)F (trifluoroacetic acid). The product is NC=1C(NC2=CC=C(C=C2C1C1=CC(=CC=C1)F)OC)=O (3-Amino-4-(3-fluorophenyl)-6-methoxyquinoline-2-(1H)-one). As a reaction SMILES: [NH2:1][C:2]1[C:3](=[O:32])[N:4](CC2C=CC(OC)=CC=2OC)[C:5]2[C:10]([C:11]=1[C:12]1[CH:17]=[CH:16][CH:15]=[C:14]([F:18])[CH:13]=1)=[CH:9][C:8]([O:19][CH3:20])=[CH:7][CH:6]=2.CSC>FC(F)(F)C(O)=O>[NH2:1][C:2]1[C:3](=[O:32])[NH:4][C:5]2[C:10]([C:11]=1[C:12]1[CH:17]=[CH:16][CH:15]=[C:14]([F:18])[CH:13]=1)=[CH:9][C:8]([O:19][CH3:20])=[CH:7][CH:6]=2. Conditions: time 2 day. The reactants are ClCCCl, CC(C)(C)OC(=O)NCCCNc1c([N+](=O)[O-])cnc2ccccc12. The product is CC(C)(C)OC(=O)NCCCNc1c(N)cnc2ccccc12. Reaction SMILES: [Cl:26][CH2:27][CH2:28][Cl:29].[N+:1]([O-:2])(=[O:3])[c:4]1[cH:5][n:6][c:7]2[cH:8][cH:9][cH:10][cH:11][c:12]2[c:13]1[NH:14][CH2:15][CH2:16][CH2:17][NH:18][C:19]([O:20][C:21]([CH3:22])([CH3:23])[CH3:24])=[O:25]>>[NH2:1][c:4]1[cH:5][n:6][c:7]2[cH:8][cH:9][cH:10][cH:11][c:12]2[c:13]1[NH:14][CH2:15][CH2:16][CH2:17][NH:18][C:19]([O:20][C:21]([CH3:22])([CH3:23])[CH3:24])=[O:25]. Reactants: CSC(C(=O)OCC)C1=C(C=CC(=C1)C=C1C(NC(S1)=O)=O)OC (Ethyl 2-methylthio-2-[5-[(2,4-dioxothiazolidin-5-ylidene)methyl]-2-methoxyphenyl]acetate). Reagents/catalysts: [Zn] (zinc). Solvent: C(C)(=O)O (acetic acid). Product: O=C1SC(C(N1)=O)=CC=1C=CC(=C(C1)CC(=O)OCC)OC (Ethyl 2-[5-[(2,4-Dioxothiazolidin-5-ylidene)methyl]-2 -methoxyphenyl]acetate). Isolated yield 50.2%. RXN SMILES: CS[CH:3]([C:9]1[CH:14]=[C:13]([CH:15]=[C:16]2[S:20][C:19](=[O:21])[NH:18][C:17]2=[O:22])[CH:12]=[CH:11][C:10]=1[O:23][CH3:24])[C:4]([O:6][CH2:7][CH3:8])=[O:5]>[Zn].C(O)(=O)C>[O:21]=[C:19]1[NH:18][C:17](=[O:22])[C:16](=[CH:15][C:13]2[CH:12]=[CH:11][C:10]([O:23][CH3:24])=[C:9]([CH2:3][C:4]([O:6][CH2:7][CH3:8])=[O:5])[CH:14]=2)[S:20]1. Procedure details: Ethyl 2-methylthio-2-[5-[(2,4-dioxothiazolidin-5-ylidene)methyl]-2-methoxyphenyl]acetate (6.18 g, 16.8 mmol) and acetic acid (100 mL) were mixed, and zinc powder (46.0 g, 706 mmol) was added under stirring, which was stirred for 24 hours at room temperature. Zinc was collected by filtration. washed with acetic acid, and the filtrate was concentrated. The residue was dissolved into ethyl acetate, washed with water and brine in sequence, then dried over anhydrous sodium sulfate and concentrated. T... Starting materials: C1(CC1)N1C=C(C(C2=CC(=C(C=C12)F)F)=O)C(=O)O (1-cyclopropyl-6,7-difluoro-1,4-dihydro-4-oxo-quinoline-3-carboxylic acid), C1CCC2=NCCCN2CC1 (DBU), Cl.N1(N=NC=C1)C1CNCC1 (3-(1,2,3-triazol-1-yl)pyrrolidine hydrochloride). Solvent: N1=CC=CC=C1 (pyridine). Conditions: temperature 80 celsius. Yields the product C1(CC1)N1C=C(C(C2=CC(=C(C=C12)N1CC(CC1)N1N=NC=C1)F)=O)C(=O)O (1-Cyclopropyl-6-fluoro-7-(3-(1 , 2 , 3-triazol-1-yl) pyrrolidin-1-yl]-1,4-dihydro-4-oxo-quinoline-3-carboxylic acid). Reaction SMILES: [CH:1]1([N:4]2[C:13]3[C:8](=[CH:9][C:10]([F:15])=[C:11](F)[CH:12]=3)[C:7](=[O:16])[C:6]([C:17]([OH:19])=[O:18])=[CH:5]2)[CH2:3][CH2:2]1.C1CCN2C(=NCCC2)CC1.Cl.[N:32]1([CH:37]2[CH2:41][CH2:40][NH:39][CH2:38]2)[CH:36]=[CH:35][N:34]=[N:33]1>N1C=CC=CC=1>[CH:1]1([N:4]2[C:13]3[C:8](=[CH:9][C:10]([F:15])=[C:11]([N:39]4[CH2:40][CH2:41][CH:37]([N:32]5[CH:36]=[CH:35][N:34]=[N:33]5)[CH2:38]4)[CH:12]=3)[C:7](=[O:16])[C:6]([C:17]([OH:19])=[O:18])=[CH:5]2)[CH2:3][CH2:2]1 |f:2.3|. Reported procedure: A mixture of 1-cyclopropyl-6,7-difluoro-1,4-dihydro-4-oxo-quinoline-3-carboxylic acid (120 mg, 0.486 mmol), DBU (190 mg, 1.25 mmol), 3-(1,2,3-triazol-1-yl)pyrrolidine hydrochloride (216 mg, 1.25 mmol) in pyridine (8 ml) was heated at 80° C. for 18 h. The reaction mixture was concentrated and treated with water. The separated solid was collected by filtration, washed with water and acetonitrile to give light brown solid. Yield: 71 mg (38%), m.p. 284° C. (dec). 1H NMR (TFA) δ: 1.5 (m, 4H), 3.0 (m,...